From a dataset of the Open Reaction Database (ORD), a public repository of structured organic reaction records. describe an organic reaction: reactants, conditions, products, and yield Starting materials: CC(=O)ON=C(C(C)=O)C(C)=O, Cc1ccccc1, CCCC=CC=O. The product is CON=C(C(C)=O)C(C)=O. As a reaction SMILES: [C:1](=[O:2])([CH3:3])[O:4][N:5]=[C:6]([C:7]([CH3:8])=[O:9])[C:10]([CH3:11])=[O:12].[CH3:20][c:21]1[cH:22][cH:23][cH:24][cH:25][cH:26]1.[CH:13](=[O:14])[CH:15]=[CH:16][CH2:17][CH2:18][CH3:19]>>[CH3:1][O:4][N:5]=[C:6]([C:7]([CH3:8])=[O:9])[C:10]([CH3:11])=[O:12].